Dataset: the Open Reaction Database (ORD), a public repository of structured organic reaction records. Task: describe an organic reaction: reactants, conditions, products, and yield The reactants are ClC1=CC=C(C=C1)C=1CCN(CC1)C (4-(4-chloro-phenyl)-1-methyl-1,2,3,6-tetrahydropyridine), B (borane), O1CCCC1 (tetrahydrofuran). Yields the product ClC1=CC=C(C=C1)C1C(CN(CC1)C)O ((3RS,4RS)-4-(4-chloro-phenyl)-1-methyl-piperidin-3-ol). RXN SMILES: [Cl:1][C:2]1[CH:7]=[CH:6][C:5]([C:8]2[CH2:9][CH2:10][N:11]([CH3:14])[CH2:12][CH:13]=2)=[CH:4][CH:3]=1.B.[O:16]1CCCC1>>[Cl:1][C:2]1[CH:7]=[CH:6][C:5]([CH:8]2[CH2:9][CH2:10][N:11]([CH3:14])[CH2:12][CH:13]2[OH:16])=[CH:4][CH:3]=1. Procedure: In an analogous manner to that described in Example 1(c), from 4-(4-chloro-phenyl)-1-methyl-1,2,3,6-tetrahydropyridine [U.S. Pat. No. 3,320,265] by hydroboration using borane in tetrahydrofuran there was obtained (3RS,4RS)-4-(4-chloro-phenyl)-1-methyl-piperidin-3-ol which, after recrystallization from a mixture of methylene chloride and hexane, formed colourless crystals of m.p.: 99-100° C. Starting materials: [Al], CCOC(=O)c1c(SCC)nc2cc(C(F)(F)F)ccc2c1O, Cc1ccccc1, NCc1cccc(F)c1, O. The product is CCSc1nc2cc(C(F)(F)F)ccc2c(O)c1C(=O)NCc1cccc(F)c1. Reaction SMILES: [Al:1].[CH2:11]([O:13][C:14](=[O:12])[c:16]1[c:17]([S:31][CH2:32][CH3:33])[n:18][c:19]2[cH:20][c:21]([C:27]([F:28])([F:29])[F:30])[cH:22][cH:23][c:24]2[c:25]1[OH:26])[CH3:15].[CH3:34][c:35]1[cH:36][cH:37][cH:38][cH:39][cH:40]1.[F:2][c:3]1[cH:4][c:5]([CH2:6][NH2:7])[cH:8][cH:9][cH:10]1.[OH2:41]>>[F:2][c:3]1[cH:4][c:5]([CH2:6][NH:7][C:14](=[O:13])[c:16]2[c:17]([S:31][CH2:32][CH3:33])[n:18][c:19]3[cH:20][c:21]([C:27]([F:28])([F:29])[F:30])[cH:22][cH:23][c:24]3[c:25]2[OH:26])[cH:8][cH:9][cH:10]1.